Dataset: the Open Reaction Database (ORD), a public repository of structured organic reaction records. Task: describe an organic reaction: reactants, conditions, products, and yield Reactants: N1C=NC=C1 (imidazole), [H-].[Na+] (NaH), CN(C)C=O (DMF), BrCC1=C(C=C(C=C1)C#CC1=CC=C(C(=O)OCC)C=C1)C (ethyl 4-(4-bromomethyl-3-methyl-phenylethynyl)-benzoate), BrCC1=C(C=C(C=C1)C#CC1=CC=C(C(=O)OCC)C=C1)C (ethyl 4-(4-bromomethyl-3-methyl-phenylethynyl)-benzoate), CN(C)C=O (DMF). Conditions: temperature 90 celsius, time 1 hour. Product: N1(C=NC=C1)C1=C(C(=C(C=C1)C#CC1=CC=C(C(=O)OCC)C=C1)C)C (Ethyl 4-(4-imidazol-1-yl-methyl-3-methyl-phenylethynyl)-benzoate), EtOAc—hexanes. Yield: 20.0%. As a reaction SMILES: [NH:1]1[CH:5]=[CH:4][N:3]=[CH:2]1.[H-].[Na+].BrC[C:10]1[CH:15]=[CH:14][C:13]([C:16]#[C:17][C:18]2[CH:28]=[CH:27][C:21]([C:22]([O:24][CH2:25][CH3:26])=[O:23])=[CH:20][CH:19]=2)=[CH:12][C:11]=1[CH3:29].[CH3:30]N(C=O)C>>[N:1]1([C:10]2[CH:15]=[CH:14][C:13]([C:16]#[C:17][C:18]3[CH:19]=[CH:20][C:21]([C:22]([O:24][CH2:25][CH3:26])=[O:23])=[CH:27][CH:28]=3)=[C:12]([CH3:30])[C:11]=2[CH3:29])[CH:5]=[CH:4][N:3]=[CH:2]1 |f:1.2|. Reported procedure: A solution of imidazole (30.0 mg, 0.44 mmol) in 2 mL DMF was treated with NaH (11.0 mg, 0.44 mmol) and heated to 90° C. After 1 h a solution of ethyl 4-(4-bromomethyl-3-methyl-phenylethynyl)-benzoate (Intermediate 137, 120.0 mg, 0.34 mmol) in 2 mL DMF was added and stirring at 90° C. continued for 1 hour. The solution was cooled to room temperature and concentrated under reduced pressure. The title compound, 90.0 mg (71%) was isolated by column chromatography (20-100% EtOAc—hexanes) as a colorle... The reactants are CN1N=C(C=C(C1=O)C)C1=CC=C(C=C1)[C@H](C)N1C(O[C@](CC1)(C1=CC=CC=C1)CC(C)(C)O)=O (3-{(S)-1-[4-(1,5-dimethyl-6-oxo-1,6-dihydro-pyridazin-3-yl)-phenyl]-ethyl}-(S)-6-(2-hydroxy-2-methyl-propyl)-6-phenyl-[1,3]oxazinan-2-one), ClC=1C(=CC(N(N1)C)=O)C (6-chloro-2,5-dimethylpyridazin-3(2H)-one). The product is CN1N=C(C(=CC1=O)C)C1=CC=C(C=C1)[C@H](C)N1C(O[C@](CC1)(C1=CC=CC=C1)CC(C)(C)O)=O (3-{(S)-1-[4-(1,4-Dimethyl-6-oxo-1,6-dihydro-pyridazin-3-yl)-phenyl]-ethyl}-(S)-6-(2-hydroxy-2-methyl-propyl)-6-phenyl-[1,3]oxazinan-2-one). RXN SMILES: [CH3:1][N:2]1[C:7](=[O:8])[C:6](C)=[CH:5][C:4]([C:10]2[CH:15]=[CH:14][C:13]([C@@H:16]([N:18]3[CH2:23][CH2:22][C@:21]([CH2:30][C:31]([OH:34])([CH3:33])[CH3:32])([C:24]4[CH:29]=[CH:28][CH:27]=[CH:26][CH:25]=4)[O:20][C:19]3=[O:35])[CH3:17])=[CH:12][CH:11]=2)=[N:3]1.Cl[C:37]1C(C)=CC(=O)N(C)N=1>>[CH3:1][N:2]1[C:7](=[O:8])[CH:6]=[C:5]([CH3:37])[C:4]([C:10]2[CH:15]=[CH:14][C:13]([C@@H:16]([N:18]3[CH2:23][CH2:22][C@:21]([CH2:30][C:31]([OH:34])([CH3:33])[CH3:32])([C:24]4[CH:25]=[CH:26][CH:27]=[CH:28][CH:29]=4)[O:20][C:19]3=[O:35])[CH3:17])=[CH:12][CH:11]=2)=[N:3]1. Procedure details: The title compound was prepared from 3-{(S)-1-[4-(1,5-dimethyl-6-oxo-1,6-dihydro-pyridazin-3-yl)-phenyl]-ethyl}-(S)-6-(2-hydroxy-2-methyl-propyl)-6-phenyl-[1,3]oxazinan-2-one and 6-chloro-2,5-dimethylpyridazin-3(2H)-one following a procedure analogous to that described in Example 17. Mass spectrum (ESI+): m/z=476 [M+H]+